From a dataset of the Open Reaction Database (ORD), a public repository of structured organic reaction records. describe an organic reaction: reactants, conditions, products, and yield The reactants are [H-].[Al+3].[Li+].[H-].[H-].[H-] (lithium aluminum hydride), C1(=CC=CC=C1)S(=O)(=O)N1N=C(C2=CC=CC=C12)N1CCN(CC1)C#N (4-[1-(phenylsulfonyl)-1H-indazol-3-yl]-1-piperazine-carbonitrile), [H-].[Al+3].[Li+].[H-].[H-].[H-] (lithium aluminum hydride). RXN SMILES: C1(S([N:10]2[C:18]3[C:13](=[CH:14][CH:15]=[CH:16][CH:17]=3)[C:12]([N:19]3[CH2:24][CH2:23][N:22](C#N)[CH2:21][CH2:20]3)=[N:11]2)(=O)=O)C=CC=CC=1.[H-].[Al+3].[Li+].[H-].[H-].[H-]>O1CCCC1>[N:19]1([C:12]2[C:13]3[C:18](=[CH:17][CH:16]=[CH:15][CH:14]=3)[NH:10][N:11]=2)[CH2:24][CH2:23][NH:22][CH2:21][CH2:20]1 |f:1.2.3.4.5.6|. Isolated yield 418.0%. Conditions: time 6 hour. Procedure: To a stirred mixture of 4-[1-(phenylsulfonyl)-1H-indazol-3-yl]-1-piperazine-carbonitrile (163 g, 0.44 mol) in tetrahydrofuran (2.01) was added, dropwise, lithium aluminum hydride (880 ml; 0.88 mol of a 1M lithium aluminum hydride solution in tetrahydrofuran). After complete addition, the reaction was heated to reflux and stirred for 6 hours, stirred at ambient temperature for one hour and allowed to sit at room temperature overnight. The reaction was quenched by the careful dropwise addition of ... Product: N1(CCNCC1)C1=NNC2=CC=CC=C12 (3-(1-Piperazinyl)-1H-indazole). The solvent is O1CCCC1 (tetrahydrofuran), O1CCCC1 (tetrahydrofuran).